From a dataset of the Open Reaction Database (ORD), a public repository of structured organic reaction records. describe an organic reaction: reactants, conditions, products, and yield Starting materials: ClC=1C(=C(NC(C)C)C(=CC1C)[N+](=O)[O-])[N+](=O)[O-] (3-chloro-N-isopropyl-4-methyl-2,6-dinitroaniline), C[O-].[Na+] (sodium methoxide). Solvent: CO (methanol). Yields the product C(C)(C)NC1=C(C(=C(C=C1[N+](=O)[O-])C)OC)[N+](=O)[O-] (N-isopropyl-4-methyl-3-methoxy-2,6-dinitroaniline). As a reaction SMILES: Cl[C:2]1[C:3]([N+:16]([O-:18])=[O:17])=[C:4]([C:9]([N+:13]([O-:15])=[O:14])=[CH:10][C:11]=1[CH3:12])[NH:5][CH:6]([CH3:8])[CH3:7].[CH3:19][O-:20].[Na+]>CO>[CH:6]([NH:5][C:4]1[C:9]([N+:13]([O-:15])=[O:14])=[CH:10][C:11]([CH3:12])=[C:2]([O:20][CH3:19])[C:3]=1[N+:16]([O-:18])=[O:17])([CH3:8])[CH3:7] |f:1.2|. Procedure: To a stirred solution of 5.47 g. (0.02 mole) of 3-chloro-N-isopropyl-4-methyl-2,6-dinitroaniline in 100 ml. of methanol is added 1.79 g. (0.033 mole) of sodium methoxide. The reaction mixture is stirred at reflux for three hours, cooled to room temperature and filtered. The filtrate is evaporated at reduced pressure and the residue partitioned between ether and dilute aqueous hydrochloric acid. The organic phase is successively washed with water, saturated sodium bicarbonate and brine. It is the... Starting materials: C(C)OC(=O)C=1C(=NC2=CC=C(C=C2C1CC1=C(C=CC=C1)Cl)Cl)OS(=O)(=O)C(F)(F)F (6-chloro-4-(2-chloro-benzyl)-2-trifluoromethanesulfonyloxy-quinoline-3-carboxylic acid ethyl ester), N1CCCC1 (pyrrolidine), solid. Yields the product C(C)OC(=O)C=1C(=NC2=CC=C(C=C2C1CC1=C(C=CC=C1)Cl)Cl)N1CCCC1 (6-Chloro-4-(2-chloro-benzyl)-2-pyrrolidin-1-yl-quinoline-3-carboxylic acid ethyl ester). As a reaction SMILES: [CH2:1]([O:3][C:4]([C:6]1[C:7](OS(C(F)(F)F)(=O)=O)=[N:8][C:9]2[C:14]([C:15]=1[CH2:16][C:17]1[CH:22]=[CH:21][CH:20]=[CH:19][C:18]=1[Cl:23])=[CH:13][C:12]([Cl:24])=[CH:11][CH:10]=2)=[O:5])[CH3:2].[NH:33]1[CH2:37][CH2:36][CH2:35][CH2:34]1>>[CH2:1]([O:3][C:4]([C:6]1[C:7]([N:33]2[CH2:37][CH2:36][CH2:35][CH2:34]2)=[N:8][C:9]2[C:14]([C:15]=1[CH2:16][C:17]1[CH:22]=[CH:21][CH:20]=[CH:19][C:18]=1[Cl:23])=[CH:13][C:12]([Cl:24])=[CH:11][CH:10]=2)=[O:5])[CH3:2]. Procedure details: This compound was prepared in analogy to example 29 step D from 6-chloro-4-(2-chloro-benzyl)-2-trifluoromethanesulfonyloxy-quinoline-3-carboxylic acid ethyl ester (prepared as described in example 29 step C, 100 mg, 0.2 mmol) and pyrrolidine (0.032 ml, 0.39 mmol). Pale yellow solid (60 mg, 71%). LC-MS (ESI): 429 (M+H)+. Reactants: NO (aminoalcohol), C(C)(=O)OC(C)=O (acetic anhydride), C(C1=CC=CC=C1)=O (benzaldehyde), C(C)[Zn]CC (diethylzinc). Solvent: CCCCCC (hexane), C1(=CC=CC=C1)C (toluene), CCOCC (ether). Run at time 3 day. Yields the product C(C)(=O)OC(CC)C1=CC=CC=C1 ((+)-1-phenylpropyl acetate). Yield: 86.0%. As a reaction SMILES: NO.[CH:3](=[O:10])[C:4]1[CH:9]=[CH:8][CH:7]=[CH:6][CH:5]=1.C([Zn][CH2:14][CH3:15])C.[C:16](OC(=O)C)(=[O:18])[CH3:17]>CCCCCC.CCOCC.C1(C)C=CC=CC=1>[C:16]([O:10][CH:3]([C:4]1[CH:9]=[CH:8][CH:7]=[CH:6][CH:5]=1)[CH2:14][CH3:15])(=[O:18])[CH3:17]. Reported procedure: To a vial containing aminoalcohol 1 (0.05 g, 0.17 mmol) prepared as in Example 1 was added a solution containing benzaldehyde (0.32 g, 3.0 mmol), toluene (3.0 mL), and 1 M diethylzinc in hexane (6.0 mL). After 3 days at room temperature, acetic anhydride (1.2 mL, 13 mmol) was added. After 2 additional days, the mixture was diluted in ether (50 mL) and the reaction was quenched by dropwise addition of half-saturated aqueous ammonium chloride (50 mL). The ether layer separated and the aqueous laye... The reactants are CC(c1ccc(Br)cc1)N1CCC(CCCO)(c2ccccc2)OC1=O, Cc1cc(Br)cc(C)n1. Yields the product Cc1cc(-c2ccc(C(C)N3CCC(CCCO)(c4ccccc4)OC3=O)cc2)cc(C)n1. RXN SMILES: [Br:1][c:2]1[cH:3][cH:4][c:5]([CH:8]([CH3:9])[N:10]2[C:11](=[O:26])[O:12][C:13]([c:16]3[cH:17][cH:18][cH:19][cH:20][cH:21]3)([CH2:22][CH2:23][CH2:24][OH:25])[CH2:14][CH2:15]2)[cH:6][cH:7]1.[Br:27][c:28]1[cH:29][c:30]([CH3:35])[n:31][c:32]([CH3:34])[cH:33]1>>[c:2]1(-[c:28]2[cH:29][c:30]([CH3:35])[n:31][c:32]([CH3:34])[cH:33]2)[cH:3][cH:4][c:5]([CH:8]([CH3:9])[N:10]2[C:11](=[O:26])[O:12][C:13]([c:16]3[cH:17][cH:18][cH:19][cH:20][cH:21]3)([CH2:22][CH2:23][CH2:24][OH:25])[CH2:14][CH2:15]2)[cH:6][cH:7]1. Reactants: C1(=CC=CC=C1)P(C1=CC=CC=C1)C1=CC=CC=C1 (triphenylphosphine), C(Br)(Br)(Br)Br (carbon tetrabromide), ClC1=C(COC2=C(C=C(OCC=O)C=C2Cl)Cl)C=CC=C1 ((4-(2-chlorobenzyloxy)-3,5-dichlorophenoxy)acetaldehyde). Reagents/catalysts: [Zn] (zinc). Solvent: C(Cl)Cl (methylene chloride), C(Cl)Cl (methylene chloride). Reaction conditions: time 24 hour. Yields the product ClC1=C(COC2=C(C=C(C=C2Cl)OCC=C(Br)Br)Cl)C=CC=C1 (4-(2-chlorobenzyloxy)-3,5-dichloro-1-(3,3-dibromo-2-propenyloxy)benzene). Isolated yield 62.0%. As a reaction SMILES: C1(P(C2C=CC=CC=2)C2C=CC=CC=2)C=CC=CC=1.[C:20]([Br:24])(Br)(Br)[Br:21].[Cl:25][C:26]1[CH:45]=[CH:44][CH:43]=[CH:42][C:27]=1[CH2:28][O:29][C:30]1[C:39]([Cl:40])=[CH:38][C:33]([O:34][CH2:35][CH:36]=O)=[CH:32][C:31]=1[Cl:41]>C(Cl)Cl.[Zn]>[Cl:25][C:26]1[CH:45]=[CH:44][CH:43]=[CH:42][C:27]=1[CH2:28][O:29][C:30]1[C:39]([Cl:40])=[CH:38][C:33]([O:34][CH2:35][CH:36]=[C:20]([Br:24])[Br:21])=[CH:32][C:31]=1[Cl:41]. Procedure details: In a reaction vessel were placed 0.26 g of zinc dust, 1.0 g of triphenylphosphine, 1.3 g of carbon tetrabromide and 20 ml of methylene chloride, followed by stirring at room temperature. After 24 hours, a solution of 0.70 g of (4-(2-chlorobenzyloxy)-3,5-dichlorophenoxy)acetaldehyde dissolved in 5 ml of methylene chloride was added dropwise to the above solution, while stirring at room temperature. After stirring at room temperature for 6 hours, the reaction mixture was concentrated to obtain a r... Starting materials: NC1=C(C(=O)C2=CC=CC=C2)C=C(C=C1)Cl (2-amino-5-chlorobenzophenone), C(C)(C)N=C=O (isopropyl isocyanate). Solvent: CCCCCC (hexane). Yields the product C(C1=CC=CC=C1)(=O)C1=C(C=CC(=C1)Cl)NC(=O)NC(C)C (1-(2-benzoyl-4-chlorophenyl)-3-isopropylurea). The yield is 63.0%. Reaction SMILES: [NH2:1][C:2]1[CH:15]=[CH:14][C:13]([Cl:16])=[CH:12][C:3]=1[C:4]([C:6]1[CH:11]=[CH:10][CH:9]=[CH:8][CH:7]=1)=[O:5].[CH:17]([N:20]=[C:21]=[O:22])([CH3:19])[CH3:18]>CCCCCC>[C:4]([C:3]1[CH:12]=[C:13]([Cl:16])[CH:14]=[CH:15][C:2]=1[NH:1][C:21]([NH:20][CH:17]([CH3:19])[CH3:18])=[O:22])(=[O:5])[C:6]1[CH:7]=[CH:8][CH:9]=[CH:10][CH:11]=1. Procedure details: A mixture of 14 g (0.06 mole) of 2-amino-5-chlorobenzophenone and 40 ml of isopropyl isocyanate was refluxed for 3 hrs. The solid that formed was suspended in 25 ml of hexane, and then collected on a filter and recrystallized from ethanol to give 12.0 g (63%) of 1-(2-benzoyl-4-chlorophenyl)-3-isopropylurea as colorless needles: mp 190°-192°; 1H nmr (CDDl3) δ1.19 ppm (d, J=6 Hz, 6H), 3.98 ppm (m, 1H), 4.95 ppm (m, NH), 7.2-7.8 ppm (m, 7H), 8.5 ppm (d, J=10 Hz, 1H) and 10.1 ppm (NH); 13C nmr (DMSO... The reactants are C(=O)(OC(C)(C)C)N1CCC2=CC(=CC=C12)C(CC(=O)OCC)C ((R/S) ethyl 3-(1-boc-2,3-dihydro-1H-indol-5-yl)butyrate), FC(C(=O)O)(F)F (trifluoroacetic acid). The solvent is ClCCl (dichloromethane). Yields the product N1CCC2=CC(=CC=C12)C(CC(=O)OCC)C (Ethyl (R/S) 3-(2,3-Dihydro-1H-indol-5-yl)butyrate). RXN SMILES: C([N:8]1[C:16]2[C:11](=[CH:12][C:13]([CH:17]([CH3:24])[CH2:18][C:19]([O:21][CH2:22][CH3:23])=[O:20])=[CH:14][CH:15]=2)[CH2:10][CH2:9]1)(OC(C)(C)C)=O.FC(F)(F)C(O)=O>ClCCl>[NH:8]1[C:16]2[C:11](=[CH:12][C:13]([CH:17]([CH3:24])[CH2:18][C:19]([O:21][CH2:22][CH3:23])=[O:20])=[CH:14][CH:15]=2)[CH2:10][CH2:9]1. Procedure details: A solution of (R/S) ethyl 3-(1-boc-2,3-dihydro-1H-indol-5-yl)butyrate (3.1 g, Reference Example 6) in dichloromethane (30 ml), cooled in an ice bath, was treated with trifluoroacetic acid (30 ml). After about 30 minutes the reaction mixture was evaporated and traces of trifluoroacetic acid were removed by chasing off with toluene (twice), to give the title compound as a dark viscous gum, which was used immediately without further purification. Starting materials: Cl (HCl), N(CC(=O)O)CC(=O)O (Iminodiacetic acid), C1(=CC=C(C=C1)S(=O)(=O)Cl)C (p-toluenesulfonyl chloride), [OH-].[Na+] (sodium hydroxide). Solvent: O (water). Conditions: temperature 80 celsius. Product: C1(=CC=C(C=C1)S(=O)(=O)N(CC(=O)O)CC(=O)O)C (N-p-Toluenesulfonyliminodiacetic acid). Yield: 48.2%. Reaction SMILES: [NH:1]([CH2:6][C:7]([OH:9])=[O:8])[CH2:2][C:3]([OH:5])=[O:4].[OH-].[Na+].[C:12]1([CH3:22])[CH:17]=[CH:16][C:15]([S:18](Cl)(=[O:20])=[O:19])=[CH:14][CH:13]=1.Cl>O>[C:12]1([CH3:22])[CH:17]=[CH:16][C:15]([S:18]([N:1]([CH2:6][C:7]([OH:9])=[O:8])[CH2:2][C:3]([OH:5])=[O:4])(=[O:20])=[O:19])=[CH:14][CH:13]=1 |f:1.2|. Procedure details: Iminodiacetic acid (200 g, 1.50 mol) was dissolved in water (3 L) and sodium hydroxide (180 g, 4.5 mol) was added in small portions with stirring. After stirring for 15 minutes, p-toluenesulfonyl chloride (286.5 g, 1.5 mol) was added in small portions. The reaction mixture was heated to 80° C. for one hour, giving a clear solution. At the end of this time, the reaction solution was cooled in an ice bath to 10°--15° C., and concentrated HCl (110 ml) was added, precipitating the product as a white... The product is BrC=1C=C2/C(/C(NC2=CC1)=O)=C/C1=C(N=CN1)C ((Z)-5-Bromo-1,3-dihydro-3-[(4-methyl-1H-imidazol-5-yl)methylene]-2H-indol-2-one). Reactants: BrC=1C=C2CC(NC2=CC1)=O (5-bromo-1,3-dihydro-2H-indol-2-one), BrC=1C=C2CC(NC2=CC1)=O (5-bromo-1,3-dihydro-2H-indol-2-one), CC=1N=CNC1C=O (4-methyl-5-imidazolecarboxaldehyde), O (water). Run at temperature 90 celsius. Run in N1CCCCC1 (piperidine), CC(C)O (2-propanol). As a reaction SMILES: [Br:1][C:2]1[CH:3]=[C:4]2[C:8](=[CH:9][CH:10]=1)[NH:7][C:6](=[O:11])[CH2:5]2.[CH3:12][C:13]1[N:14]=[CH:15][NH:16][C:17]=1[CH:18]=O.O>N1CCCCC1.CC(O)C>[Br:1][C:2]1[CH:3]=[C:4]2[C:8](=[CH:9][CH:10]=1)[NH:7][C:6](=[O:11])/[C:5]/2=[CH:18]\[C:17]1[NH:16][CH:15]=[N:14][C:13]=1[CH3:12]. Procedure: A mixture of 5-bromo-1,3-dihydro-2H-indol-2-one (0.3 g, 1.41 mmol) (Starting Material 6), and excess 4-methyl-5-imidazolecarboxaldehyde (0.25 g, 2.27 mmol) (Aldrich) in 1% piperidine in 2-propanol (6 mL) was heated at 90° C. for 4 h. Hot water (6 mL) was added. On cooling, the crystallized product was filtered off, washed with aqueous 2-propanol and dried. (Yield 0.44 g, 100%)